This data is from the Open Reaction Database (ORD), a public repository of structured organic reaction records. The task is: describe an organic reaction: reactants, conditions, products, and yield Isolated yield 72.8%. RXN SMILES: [CH:1]([C:3]1[CH:4]=[C:5](B(O)O)[CH:6]=[CH:7][CH:8]=1)=[O:2].Br[C:13]1[CH:14]=[C:15]([C:19]([C:24]2[N:25]=[CH:26][N:27]([C:29]([C:42]3[CH:47]=[CH:46][CH:45]=[CH:44][CH:43]=3)([C:36]3[CH:41]=[CH:40][CH:39]=[CH:38][CH:37]=3)[C:30]3[CH:35]=[CH:34][CH:33]=[CH:32][CH:31]=3)[CH:28]=2)([OH:23])[CH:20]([CH3:22])[CH3:21])[CH:16]=[CH:17][CH:18]=1>>[OH:23][C:19]([C:15]1[CH:14]=[C:13]([C:7]2[CH:6]=[CH:5][CH:4]=[C:3]([CH:1]=[O:2])[CH:8]=2)[CH:18]=[CH:17][CH:16]=1)([C:24]1[N:25]=[CH:26][N:27]([C:29]([C:42]2[CH:47]=[CH:46][CH:45]=[CH:44][CH:43]=2)([C:36]2[CH:41]=[CH:40][CH:39]=[CH:38][CH:37]=2)[C:30]2[CH:35]=[CH:34][CH:33]=[CH:32][CH:31]=2)[CH:28]=1)[CH:20]([CH3:22])[CH3:21]. The reactants are C(=O)C=1C=C(C=CC1)B(O)O (3-formylphenylboronic acid), BrC=1C=C(C=CC1)C(C(C)C)(O)C=1N=CN(C1)C(C1=CC=CC=C1)(C1=CC=CC=C1)C1=CC=CC=C1 (1-(3bromophenyl)-2-methyl-1-(1-trityl-1H-imidazol-4-yl)-1-propanol). The product is OC(C(C)C)(C=1N=CN(C1)C(C1=CC=CC=C1)(C1=CC=CC=C1)C1=CC=CC=C1)C=1C=C(C=CC1)C1=CC(=CC=C1)C=O (3′-[1-hydroxy-2-methyl-1-(1-trityl-1H-imidazol-4-yl)propyl][1,1′-biphenyl]-3-carbaldehyde). Procedure details: By the reaction in the same manner as in Example 1-(i) using 3-formylphenylboronic acid (0.45 g) and 1-(3bromophenyl)-2-methyl-1-(1-trityl-1H-imidazol-4-yl)-1-propanol (1.05 g), the amorphous title compound (0.80 g) was obtained. The reactants are BrC1=C(C(=O)O)C=C(C=C1)I (2-bromo-5-iodo-benzoic acid), S(=O)(Cl)Cl (thionyl chloride), CO (methanol). Run at temperature 55 celsius. The product is COC(C1=C(C=CC(=C1)I)Br)=O (2-bromo-5-iodo-benzoic acid methyl ester). As a reaction SMILES: [Br:1][C:2]1[CH:10]=[CH:9][C:8]([I:11])=[CH:7][C:3]=1[C:4]([OH:6])=[O:5].S(Cl)(Cl)=O.[CH3:16]O>>[CH3:16][O:5][C:4](=[O:6])[C:3]1[CH:7]=[C:8]([I:11])[CH:9]=[CH:10][C:2]=1[Br:1]. Procedure details: To the solution of 2-bromo-5-iodo-benzoic acid (10 g, 31 mmol) in methanol (100 ml) was added thionyl chloride (5 ml, 68 mmol). The mixture was heated at 55° C. for 12 hours. The solvent and reagent were removed under reduced pressure and the mixture was diluted with EtOAc. The organic solution was washed with saturated sodium bicarbonate, water, and brine, and was dried with sodium sulfate. Concentration gave 2-bromo-5-iodo-benzoic acid methyl ester (10.5 g). The reactants are BrCCCCCC1=CC=C(C=C1)C1=CC=CC=C1 (4-(5-bromopentyl)-1,1′-biphenyl), N1=C(C=C(C=C1)C)C (2,4-lutidine). Conditions: temperature 65 celsius. Yields the product [Br-].C1(=CC=C(C=C1)CCCCC[N+]1=C(C=C(C=C1)C)C)C1=CC=CC=C1 (1-[5-(1,1′-biphenyl-4-yl)-pentyl]-2,4-dimethyl-pyridinium bromide). Isolated yield 77.0%. Reaction SMILES: [Br:1][CH2:2][CH2:3][CH2:4][CH2:5][CH2:6][C:7]1[CH:12]=[CH:11][C:10]([C:13]2[CH:18]=[CH:17][CH:16]=[CH:15][CH:14]=2)=[CH:9][CH:8]=1.[N:19]1[CH:24]=[CH:23][C:22]([CH3:25])=[CH:21][C:20]=1[CH3:26]>>[Br-:1].[C:10]1([C:13]2[CH:18]=[CH:17][CH:16]=[CH:15][CH:14]=2)[CH:11]=[CH:12][C:7]([CH2:6][CH2:5][CH2:4][CH2:3][CH2:2][N+:19]2[CH:24]=[CH:23][C:22]([CH3:25])=[CH:21][C:20]=2[CH3:26])=[CH:8][CH:9]=1 |f:2.3|. Reported procedure: A mixture of 4-(5-bromopentyl)-1,1′-biphenyl (331 mg, 1.09 mmol) and 2,4-lutidine (1 mL) was heated at 60-70° C. for 12 hrs. The resulted mixture was washed with diethyl ether and then dissolved in water (15 mL). The aqueous solution was extracted with diethyl ether (30 mL×3). Water was removed by lyophilization to afford 342 mg of the title compound. Yield: 77%. 1H NMR (300 MHz, CDCl3) δ 1.51 (m, 2H), 1.71 (m, 2H), 1.92 (m, 2H), 2.55 (s, 3H), 2.65 (t, J=7.8 Hz, 2H), 2.84 (s, 3H), 4.73 (t, J=7.8... Reactants: CS(=O)(=O)C=1C=C(C=CC1)C1CCNCC1 (4-(3-methanesulfonyl-phenyl)-piperidine), ( 5 ), ( 5 ), C(C)(C)Br (i-propylbromide), Cl (HCl), ( 5 ). Product: C(C)(C)N1CCC(CC1)C1=CC(=CC=C1)S(=O)(=O)C (1-Isopropyl-4-(3-methanesulfonyl-phenyl)-piperidine). Reaction SMILES: [CH3:1][S:2]([C:5]1[CH:6]=[C:7]([CH:11]2[CH2:16][CH2:15][NH:14][CH2:13][CH2:12]2)[CH:8]=[CH:9][CH:10]=1)(=[O:4])=[O:3].[CH:17](Br)([CH3:19])[CH3:18].Cl>>[CH:17]([N:14]1[CH2:15][CH2:16][CH:11]([C:7]2[CH:8]=[CH:9][CH:10]=[C:5]([S:2]([CH3:1])(=[O:4])=[O:3])[CH:6]=2)[CH2:12][CH2:13]1)([CH3:19])[CH3:18]. Procedure: Beginning with 4-(3-methanesulfonyl-phenyl)-piperidine and i-propylbromide: m.p. 220° C. (HCl); MS m/z (rel. intensity, 70 eV) 281 (M+, 4), 266 (bp), 187 (5), 129 (5), 115 (5) The reactants are O=C(CCCN1CCC(CC1)N1C(NC2=C1C=CC=C2)=O)C2=CC=C(C=C2)Cl (1-{1-[4-oxo-4-(4-chlorophenyl)butyl]-4-piperidinyl}-1,3-dihydro-2-benzimidazolone), Cl.Cl.NCCON (O-(2-aminoethyl)hydroxylamine dihydrochloride), N1=CC=CC=C1 (pyridine). Run in C(C)O (ethanol). Run at time 3 hour. Yields the product Cl.Cl.NCCON=C(CCCN1CCC(CC1)N1C(NC2=C1C=CC=C2)=O)C2=CC=C(C=C2)Cl (1-{1-[4-(2-Aminoethoxyimino)-4-(4-chlorophenyl)butyl]-4-piperidinyl}-1,3-dihydro-2-benzimidazolone dihydrochloride). Yield: 105.3%. RXN SMILES: O=[C:2]([C:22]1[CH:27]=[CH:26][C:25]([Cl:28])=[CH:24][CH:23]=1)[CH2:3][CH2:4][CH2:5][N:6]1[CH2:11][CH2:10][CH:9]([N:12]2[C:16]3[CH:17]=[CH:18][CH:19]=[CH:20][C:15]=3[NH:14][C:13]2=[O:21])[CH2:8][CH2:7]1.[ClH:29].Cl.[NH2:31][CH2:32][CH2:33][O:34][NH2:35].N1C=CC=CC=1>C(O)C>[ClH:28].[ClH:29].[NH2:31][CH2:32][CH2:33][O:34][N:35]=[C:2]([C:22]1[CH:27]=[CH:26][C:25]([Cl:28])=[CH:24][CH:23]=1)[CH2:3][CH2:4][CH2:5][N:6]1[CH2:11][CH2:10][CH:9]([N:12]2[C:16]3[CH:17]=[CH:18][CH:19]=[CH:20][C:15]=3[NH:14][C:13]2=[O:21])[CH2:8][CH2:7]1 |f:1.2.3,6.7.8|. Reported procedure: A mixture of 1-{1-[4-oxo-4-(4-chlorophenyl)butyl]-4-piperidinyl}-1,3-dihydro-2-benzimidazolone (3.00 g), O-(2-aminoethyl)hydroxylamine dihydrochloride (1.35 g), 3 equivalents of pyridine, and absolute ethanol (75 ml) was heated under reflux, under nitrogen, with stirring, for three hrs. The reaction mixture was partitioned between 10% sodium hydroxide solution and ethyl acetate. The layers were separated and the aqueous phase extracted with ethyl acetate. The combined organic extracts were dried... The reactants are CCCn1cnc2c1c(=O)n(CCCC(C)=O)c(=O)n2C, C#CCN1CCN(C)CC1, O=C(O)C=CC(=O)O. Yields the product CCCn1cnc2c1c(=O)n(CCCC(C)(O)C#CCN1CCN(C)CC1)c(=O)n2C. As a reaction SMILES: [CH3:1][n:2]1[c:3](=[O:21])[n:4]([CH2:15][CH2:16][CH2:17][C:18]([CH3:19])=[O:20])[c:5](=[O:14])[c:6]2[n:7]([CH2:11][CH2:12][CH3:13])[cH:8][n:9][c:10]12.[CH3:22][N:23]1[CH2:24][CH2:25][N:26]([CH2:29][C:30]#[CH:31])[CH2:27][CH2:28]1.[OH:32][C:33]([CH:34]=[CH:35][C:36](=[O:37])[OH:38])=[O:39]>>[CH3:1][n:2]1[c:3](=[O:21])[n:4]([CH2:15][CH2:16][CH2:17][C:18]([CH3:19])([OH:20])[C:31]#[C:30][CH2:29][N:26]2[CH2:25][CH2:24][N:23]([CH3:22])[CH2:28][CH2:27]2)[c:5](=[O:14])[c:6]2[n:7]([CH2:11][CH2:12][CH3:13])[cH:8][n:9][c:10]12.